Task: describe an organic reaction: reactants, conditions, products, and yield. Dataset: the Open Reaction Database (ORD), a public repository of structured organic reaction records Reactants: ClC1=CC=C(C=C1C1=C(C=C(C=C1)S(=O)(=O)CC)OC)B1OC(C(O1)(C)C)(C)C (2-(6-chloro-4′-(ethylsulfonyl)-2′-methoxy-[1,1′-biphenyl]-3-yl)-4,4,5,5-tetramethyl-1,3,2-dioxaborolane), ClC=1C2=C(N=NC1)N(C=N2)CC (4-chloro-7-ethyl-7H-imidazo[4,5-c]pyridazine). Product: ClC1=CC=C(C=C1C1=C(C=C(C=C1)S(=O)(=O)CC)OC)C=1C2=C(N=NC1)N(C=N2)CC (4-(6-Chloro-4′-(ethylsulfonyl)-2′-methoxy-[1,1′-biphenyl]-3-yl)-7-ethyl-7H-imidazo[4,5-c]pyridazine). Isolated yield 19.0%. As a reaction SMILES: [Cl:1][C:2]1[C:7]([C:8]2[CH:13]=[CH:12][C:11]([S:14]([CH2:17][CH3:18])(=[O:16])=[O:15])=[CH:10][C:9]=2[O:19][CH3:20])=[CH:6][C:5](B2OC(C)(C)C(C)(C)O2)=[CH:4][CH:3]=1.Cl[C:31]1[C:32]2[N:39]=[CH:38][N:37]([CH2:40][CH3:41])[C:33]=2[N:34]=[N:35][CH:36]=1>>[Cl:1][C:2]1[C:7]([C:8]2[CH:13]=[CH:12][C:11]([S:14]([CH2:17][CH3:18])(=[O:15])=[O:16])=[CH:10][C:9]=2[O:19][CH3:20])=[CH:6][C:5]([C:31]2[C:32]3[N:39]=[CH:38][N:37]([CH2:40][CH3:41])[C:33]=3[N:34]=[N:35][CH:36]=2)=[CH:4][CH:3]=1. Procedure details: Prepared according to the method described for Example 45 using 2-(6-chloro-4′-(ethylsulfonyl)-2′-methoxy-[1,1′-biphenyl]-3-yl)-4,4,5,5-tetramethyl-1,3,2-dioxaborolane (Preparation 56) and 4-chloro-7-ethyl-7H-imidazo[4,5-c]pyridazine (Preparation 8) to afford the title compound as an off white solid in 19% yield, 9.9 mg. The reactants are C(C)O (ethanol), [H-].C(C(C)C)[Al+]CC(C)C (diisobutylaluminum hydride), C1(=CC=CC=C1)C (toluene), C(C)(C)(C)OC(=O)N1CC(C(CC1)=CC(=O)OC)C (4-methoxycarbonylmethylene-3-methylpiperidine-1-carboxylic acid t-butyl ester). Solvent: O1CCCC1 (tetrahydrofuran). Reaction conditions: time 2 hour. Product: C(C)(C)(C)OC(=O)N1CC(C(CC1)=CCO)C (4-(2-hydroxyethylidene)-3-methylpiperidine-1-carboxylic acid t-butyl ester). Yield: 88.8%. As a reaction SMILES: [H-].C([Al+]CC(C)C)C(C)C.C1(C)C=CC=CC=1.[C:18]([O:22][C:23]([N:25]1[CH2:30][CH2:29][C:28](=[CH:31][C:32](OC)=[O:33])[CH:27]([CH3:36])[CH2:26]1)=[O:24])([CH3:21])([CH3:20])[CH3:19].C(O)C>O1CCCC1>[C:18]([O:22][C:23]([N:25]1[CH2:30][CH2:29][C:28](=[CH:31][CH2:32][OH:33])[CH:27]([CH3:36])[CH2:26]1)=[O:24])([CH3:21])([CH3:20])[CH3:19] |f:0.1|. Reported procedure: A solution of 1 M diisobutylaluminum hydride in toluene (13.9 mL, 13.9 mmol) was slowly dropped into a cooled (-78° C.) solution of 4-methoxycarbonylmethylene-3-methylpiperidine-1-carboxylic acid t-butyl ester (1.5 g, 5.6 mmol) obtained in the above 1) in tetrahydrofuran (30 mL) under an atmosphere of argon. After dropping, it was stirred for 2 hours at the same temperature. After the reaction was completed, ethanol (8 mL) was added thereto at 0° C. and allowed to warm to room temperature gradua... Starting materials: C(C)(C)(C)C1=C(C(=CC(=C1)C(C)(C)C)C=NC1=C(C=CC=C1Br)Br)O (2,4-bis(tert-butyl)-6-[[(2,6-dibromophenyl)imino]methyl]phenol), ClC1=C(N)C(=CC=C1)Cl (2,6-dichloroaniline), C(C)(C)(C)C=1C(=C(C=O)C=C(C1)C(C)(C)C)O (3,5-di-tert-butyl-2-hydroxybenzaldehyde). The product is C(C)(C)(C)C1=C(C(=CC(=C1)C(C)(C)C)C=NC1=C(C=CC=C1Cl)Cl)O (2,4-bis(tert-butyl)-6-[[(2,6-dichlorophenyl)imino]methyl]phenol). RXN SMILES: [C:1]([C:5]1[CH:10]=[C:9]([C:11]([CH3:14])([CH3:13])[CH3:12])[CH:8]=[C:7]([CH:15]=NC2C(Br)=CC=CC=2Br)[C:6]=1[OH:25])([CH3:4])([CH3:3])[CH3:2].[Cl:26][C:27]1[CH:33]=[CH:32][CH:31]=[C:30]([Cl:34])[C:28]=1[NH2:29].C(C1C(O)=C(C=C(C(C)(C)C)C=1)C=O)(C)(C)C>>[C:1]([C:5]1[CH:10]=[C:9]([C:11]([CH3:14])([CH3:13])[CH3:12])[CH:8]=[C:7]([CH:15]=[N:29][C:28]2[C:27]([Cl:26])=[CH:33][CH:32]=[CH:31][C:30]=2[Cl:34])[C:6]=1[OH:25])([CH3:4])([CH3:3])[CH3:2]. Procedure details: An analogous procedure was employed to that described above for the synthesis of 2,4-bis(tert-butyl)-6-[[(2,6-dibromophenyl)imino]methyl]phenol, using 2,6-dichloroaniline (1.03 g, 6.4 mmol) and 3,5-di-tert-butyl-2-hydroxybenzaldehyde (1.5 g, 6.4 mmol). The product was purified by recrystallisation from hot ethanol and the product isolated as yellow crystals. Yield 1.87 g, 77%. Reactants: COCCOC, [Li]CCCC, CC(C)NC(C)C, CCOC(=O)Cl, Cl, CCOC(=O)c1c(OC)cc(C(F)(F)F)nc1C(F)(F)F, O. Product: CCOC(=O)c1c(C(F)(F)F)nc(C(F)(F)F)c(C(=O)OCC)c1OC. As a reaction SMILES: [CH3:41][O:42][CH2:43][CH2:44][O:45][CH3:46].[CH3:8][CH2:9][CH2:10][CH2:11][Li:12].[CH:1]([NH:2][CH:3]([CH3:4])[CH3:5])([CH3:6])[CH3:7].[Cl:34][C:35](=[O:36])[O:37][CH2:38][CH3:39].[ClH:40].[F:13][C:14]([c:15]1[n:16][c:17]([C:28]([F:29])([F:30])[F:31])[cH:18][c:19]([O:26][CH3:27])[c:20]1[C:21](=[O:22])[O:23][CH2:24][CH3:25])([F:32])[F:33].[OH2:47]>>[F:13][C:14]([c:15]1[n:16][c:17]([C:28]([F:29])([F:30])[F:31])[c:18]([C:35](=[O:36])[O:37][CH2:38][CH3:39])[c:19]([O:26][CH3:27])[c:20]1[C:21](=[O:22])[O:23][CH2:24][CH3:25])([F:32])[F:33].